The task is: describe an organic reaction: reactants, conditions, products, and yield. This data is from the Open Reaction Database (ORD), a public repository of structured organic reaction records. Starting materials: OC[C@@H]1N(CCC[C@@H]1C)C(=O)C=1N=C(SC1C1=CC=C(C=C1)F)C (rac-cis-(2-(hydroxymethyl)-3-methylpiperidin-1-yl)(5-(4-fluorophenyl)-2-methylthiazol-4-yl)methanone), CC(=O)OI1(C=2C=CC=CC2C(=O)O1)(OC(=O)C)OC(=O)C (Dess-Martin periodinane). Solvent: C(Cl)Cl (DCM), O (water), C(Cl)Cl (DCM). Reaction conditions: time 4 hour. The product is FC1=CC=C(C=C1)C1=C(N=C(S1)C)C(=O)N1[C@H]([C@H](CCC1)C)C=O (rac-cis-1-(5-(4-Fluorophenyl)-2-methylthiazole-4-carbonyl)-3-methylpiperidine-2-carbaldehyde). RXN SMILES: [OH:1][CH2:2][C@H:3]1[C@@H:8]([CH3:9])[CH2:7][CH2:6][CH2:5][N:4]1[C:10]([C:12]1[N:13]=[C:14]([CH3:24])[S:15][C:16]=1[C:17]1[CH:22]=[CH:21][C:20]([F:23])=[CH:19][CH:18]=1)=[O:11].CC(OI1(OC(C)=O)(OC(C)=O)OC(=O)C2C=CC=CC1=2)=O>C(Cl)Cl.O>[F:23][C:20]1[CH:21]=[CH:22][C:17]([C:16]2[S:15][C:14]([CH3:24])=[N:13][C:12]=2[C:10]([N:4]2[CH2:5][CH2:6][CH2:7][C@H:8]([CH3:9])[C@@H:3]2[CH:2]=[O:1])=[O:11])=[CH:18][CH:19]=1. Reported procedure: To a stirred solution of rac-cis-(2-(hydroxymethyl)-3-methylpiperidin-1-yl)(5-(4-fluorophenyl)-2-methylthiazol-4-yl)methanone in DCM was added Dess-Martin periodinane (1.5 eq) and stirred at rt for 4 h. The reaction mixture was transferred to a seperatory funnel, diluted with more DCM, water and the layers were separated. The organic layer was washed with brine, dried (MgSO4), and concentrated in vacuo to give a crude residue which was purified by chromatography on silica gel (EtOAc/hex) to affo... Starting materials: CCCC12CCC(=O)C=C1c1c(cc(OC)c(Cl)c1Cl)C2=O, Cl, O, c1ccncc1. The product is CCCC12CCC(=O)C=C1c1c(cc(O)c(Cl)c1Cl)C2=O. RXN SMILES: [Cl:1][c:2]1[c:3]2[c:11]([cH:12][c:13]([O:16][CH3:17])[c:14]1[Cl:15])[C:10](=[O:18])[C:9]1([CH2:19][CH2:20][CH3:21])[C:4]2=[CH:5][C:6](=[O:22])[CH2:7][CH2:8]1.[ClH:23].[OH2:30].[n:24]1[cH:25][cH:26][cH:27][cH:28][cH:29]1>>[Cl:1][c:2]1[c:3]2[c:11]([cH:12][c:13]([OH:16])[c:14]1[Cl:15])[C:10](=[O:18])[C:9]1([CH2:19][CH2:20][CH3:21])[C:4]2=[CH:5][C:6](=[O:22])[CH2:7][CH2:8]1. The reactants are TEA, COC1=CC=C(CN)C=C1 (4-methoxy benzylamine), ClC=1C=C(C=CC1Cl)C(C=CCC(=O)O)=O (4-(3,4-dichlorophenyl)-4-oxo-2-butencarboxylic acid), C(C(=O)Cl)(=O)Cl (oxalyl chloride). The reagents and catalysts are CN(C)C=1C=CN=CC1 (4-DMAP). Solvent: C(Cl)Cl (methylene chloride), C(Cl)(Cl)Cl (chloroform). Reaction conditions: temperature -78 celsius, time 4 hour. Yields the product COC1=CC=C(CNC(=O)C\C=C\C(C2=CC(=C(C=C2)Cl)Cl)=O)C=C1 ((E)-N-4-methoxybenzyl-4-oxo-4-(3,4-dichlorophenyl)-2-butencarboxamide), 62w. As a reaction SMILES: [Cl:1][C:2]1[CH:3]=[C:4]([C:9](=[O:16])[CH:10]=[CH:11][CH2:12][C:13]([OH:15])=O)[CH:5]=[CH:6][C:7]=1[Cl:8].C(Cl)(=O)C(Cl)=O.[CH3:23][O:24][C:25]1[CH:32]=[CH:31][C:28]([CH2:29][NH2:30])=[CH:27][CH:26]=1>C(Cl)(Cl)Cl.CN(C1C=CN=CC=1)C.C(Cl)Cl>[CH3:23][O:24][C:25]1[CH:32]=[CH:31][C:28]([CH2:29][NH:30][C:13]([CH2:12]/[CH:11]=[CH:10]/[C:9](=[O:16])[C:4]2[CH:5]=[CH:6][C:7]([Cl:8])=[C:2]([Cl:1])[CH:3]=2)=[O:15])=[CH:27][CH:26]=1. Reported procedure: A solution of 4-(3,4-dichlorophenyl)-4-oxo-2-butencarboxylic acid (2.0 g, 8.16 mmol) and oxalyl chloride (0.84 ml, 9.79 mmol) in chloroform (25 ml), was maintained at room temperature under nitrogen atmosphere for 3 hours. The solvent was removed under vacuum and the residue evaporated twice from toluene with the rotary evaporator to remove traces of oxalyl chloride. The thus obtained acid chloride was dissolved in methylene chloride (15 ml) and cooled at -78° C., under inert atmosphere. TEA (1.... Starting materials: OC1[C@H](O)[C@@H](O)[C@H](O[C@H]2[C@H](O)[C@@H](O)[C@@H](O)[C@H](O2)CO)[C@H](O1)CO (lactose), O=C[C@H](O)[C@@H](O)[C@@H](O)[C@H](O)CO (D-galactose), OC1[C@H](O)[C@@H](O)[C@H](O[C@H]2[C@H](O)[C@@H](O)[C@@H](O)[C@H](O2)CO)[C@H](O1)CO (lactose), OC1[C@H](O)[C@@H](O)[C@H](O[C@H]2[C@H](O)[C@@H](O)[C@@H](O)[C@H](O2)CO)[C@H](O1)CO (lactose), O=C[C@H](O)[C@@H](O)[C@H](O)[C@H](O)CO (glucose), C(=O)=O (CO2). Run in O (water). Reaction conditions: temperature 50 celsius, time 6 hour. Yields the product OCC(=O)[C@@H](O)[C@@H](O)[C@H](O)CO (tagatose). RXN SMILES: [OH:1][CH:2]1[O:21][C@H:20]([CH2:22][OH:23])[C@@H:7]([O:8][C@@H]2O[C@H](CO)[C@H](O)[C@H](O)[C@H]2O)[C@H:5]([OH:6])[C@H:3]1[OH:4].O=C[C@@H]([C@H]([C@@H]([C@@H](CO)O)O)O)O.O=C[C@@H]([C@H]([C@H]([C@@H](CO)O)O)O)O.C(=O)=O>O>[OH:1][CH2:2][C:3]([C@H:5]([C@H:7]([C@@H:20]([CH2:22][OH:23])[OH:21])[OH:8])[OH:6])=[O:4]. Reported procedure: A 100 ml flask containing 10.0 g lactose and 50 ml water was warmed to 50° C. and treated with 80 mg lactase 30,000 enzyme as in Example 3. After 6 hours the solution was analyzed by HPLC and found to contain 10% lactose, 45% D glucose, and 45% D-galactose, based on the lactose added. The mixture was heated to 75° C. briefly to denature the protein, and was then filtered. A 2.5 cm interior diameter by 60 cm length glass column was packed with about 300 ml of BIO-RAD AG 50W-X8 resin in the calciu... Starting materials: ClCCl, COC(=O)Cl, Nc1ccc(N2CCCC3(CCN(c4ccccc4Cl)C3=O)C2)nc1, c1ccncc1. Product: COC(=O)Nc1ccc(N2CCCC3(CCN(c4ccccc4Cl)C3=O)C2)nc1. RXN SMILES: [CH2:37]([Cl:38])[Cl:39].[Cl:1][C:2](=[O:3])[O:4][CH3:5].[NH2:6][c:7]1[cH:8][cH:9][c:10]([N:13]2[CH2:14][C:15]3([CH2:16][CH2:17][N:18]([c:21]4[c:22]([Cl:27])[cH:23][cH:24][cH:25][cH:26]4)[C:19]3=[O:20])[CH2:28][CH2:29][CH2:30]2)[n:11][cH:12]1.[cH:31]1[cH:32][cH:33][n:34][cH:35][cH:36]1>>[C:2](=[O:3])([O:4][CH3:5])[NH:6][c:7]1[cH:8][cH:9][c:10]([N:13]2[CH2:14][C:15]3([CH2:16][CH2:17][N:18]([c:21]4[c:22]([Cl:27])[cH:23][cH:24][cH:25][cH:26]4)[C:19]3=[O:20])[CH2:28][CH2:29][CH2:30]2)[n:11][cH:12]1.